This data is from the Open Reaction Database (ORD), a public repository of structured organic reaction records. The task is: describe an organic reaction: reactants, conditions, products, and yield Reactants: ClC1=CC=C(CN2C(=CC3=CC(=CC=C23)OCC2=NC3=CC=CC=C3C=C2)CC(C(=O)OC)(C)C)C=C1 (Methyl 3-[N-(4-chlorobenzyl)-5-(quinolin-2-ylmethoxy)indol-2-yl]-2,2-dimethylpropanoate), C(CC)(=O)Cl (propanoyl chloride), [Na] (sodium). Product: ClC1=CC=C(CN2C(=C(C3=CC(=CC=C23)OCC2=NC3=CC=CC=C3C=C2)C(CC)=O)CC(C(=O)O)(C)C)C=C1 (3-[N-(4-Chlorobenzyl)-3-propanoyl-5-(quinolin-2-ylmethoxy)indol-2-yl]-2,2-dimethylpropanoic acid). RXN SMILES: [Cl:1][C:2]1[CH:37]=[CH:36][C:5]([CH2:6][N:7]2[C:15]3[C:10](=[CH:11][C:12]([O:16][CH2:17][C:18]4[CH:27]=[CH:26][C:25]5[C:20](=[CH:21][CH:22]=[CH:23][CH:24]=5)[N:19]=4)=[CH:13][CH:14]=3)[CH:9]=[C:8]2[CH2:28][C:29]([CH3:35])([CH3:34])[C:30]([O:32]C)=[O:31])=[CH:4][CH:3]=1.[C:38](Cl)(=[O:41])[CH2:39][CH3:40].[Na]>>[Cl:1][C:2]1[CH:37]=[CH:36][C:5]([CH2:6][N:7]2[C:15]3[C:10](=[CH:11][C:12]([O:16][CH2:17][C:18]4[CH:27]=[CH:26][C:25]5[C:20](=[CH:21][CH:22]=[CH:23][CH:24]=5)[N:19]=4)=[CH:13][CH:14]=3)[C:9]([C:38](=[O:41])[CH2:39][CH3:40])=[C:8]2[CH2:28][C:29]([CH3:34])([CH3:35])[C:30]([OH:32])=[O:31])=[CH:4][CH:3]=1 |^1:42|. Reported procedure: The title compound was prepared according to the conditions described in Step B and Step C of Example 47, from methyl 3-[N-(4-chlorobenzyl)5-(quinolin-2-ylmethoxy)indol-2-yl]-2,2-dimethylpropanoate (prepared in Step A of Example 47), but using propanoyl chloride in place of trimethylacetyl chloride in Step B. Anal. C, H, N for sodium salt·1H2O Calc. C 66.61; H 5.42; N 4.71 Found C 66.87; H 5.45; N 4.69.